From a dataset of the Open Reaction Database (ORD), a public repository of structured organic reaction records. describe an organic reaction: reactants, conditions, products, and yield The product is O=C1CN(CC12CCCC2)C(=O)OC(C)(C)C (tert-butyl 4-oxo-2-azaspiro[4.4]nonane-2-carboxylate). RXN SMILES: [OH:1][CH:2]1[C:6]2([CH2:10][CH2:9][CH2:8][CH2:7]2)[CH2:5][N:4]([C:11]([O:13][C:14]([CH3:17])([CH3:16])[CH3:15])=[O:12])[CH2:3]1.C1C=C[NH+]=CC=1.C1C=C[NH+]=CC=1.[O-][Cr](O[Cr]([O-])(=O)=O)(=O)=O>C(Cl)Cl>[O:1]=[C:2]1[C:6]2([CH2:10][CH2:9][CH2:8][CH2:7]2)[CH2:5][N:4]([C:11]([O:13][C:14]([CH3:17])([CH3:16])[CH3:15])=[O:12])[CH2:3]1 |f:1.2.3|. Procedure details: To a solution of tert-butyl 4-hydroxy-2-azaspiro[4.4]nonane-2-carboxylate (10.82 g, 44.8 mmol) in DCM (225 mL) was added 4 Å molecular sieve (22.00 g), then added PDC (42.17 g, 112.1 mmol) slowly. After addition, the reaction mixture was stirred at rt overnight and filtered. The filter cake was washed with EtOAc (50 mL×3) and the filtrate was concentrated in vacuo. The residue was purified by silica gel column chromatography (EtOAc/PE (v/v)=1/15) to give the product as colorless oil (5.92 g, 55.... Yield: 55.2%. Solvent: C(Cl)Cl (DCM). Conditions: time 8 hour. Starting materials: OC1CN(CC12CCCC2)C(=O)OC(C)(C)C (tert-butyl 4-hydroxy-2-azaspiro[4.4]nonane-2-carboxylate), C1=CC=[NH+]C=C1.C1=CC=[NH+]C=C1.[O-][Cr](=O)(=O)O[Cr](=O)(=O)[O-] (PDC). Reactants: COC(=O)C(N)CCOc1ccc(CCCCNC(N)=NC(=O)c2nc(Cl)c(N)nc2N)cc1, CO, [Li+], [OH-], O. Yields the product NC(=NC(=O)c1nc(Cl)c(N)nc1N)NCCCCc1ccc(OCCC(N)C(=O)O)cc1. Reaction SMILES: [CH3:1][O:2][C:3]([CH:4]([CH2:5][CH2:6][O:7][c:8]1[cH:9][cH:10][c:11]([CH2:14][CH2:15][CH2:16][CH2:17][NH:18][C:19](=[N:20][C:21](=[O:22])[c:23]2[n:24][c:25]([Cl:31])[c:26]([NH2:30])[n:27][c:28]2[NH2:29])[NH2:32])[cH:12][cH:13]1)[NH2:33])=[O:34].[CH3:38][OH:39].[Li+:37].[OH-:36].[OH2:35]>>[O:2]=[C:3]([CH:4]([CH2:5][CH2:6][O:7][c:8]1[cH:9][cH:10][c:11]([CH2:14][CH2:15][CH2:16][CH2:17][NH:18][C:19](=[N:20][C:21](=[O:22])[c:23]2[n:24][c:25]([Cl:31])[c:26]([NH2:30])[n:27][c:28]2[NH2:29])[NH2:32])[cH:12][cH:13]1)[NH2:33])[OH:34]. Starting materials: ON=C(C)NC(=O)C1=CC2=C(C(=N1)NCC1=CC=CC=C1)NC(N2CC2=CC=CC=C2)=O (1-Benzyl-4-benzylamino-2-oxo-2,3-dihydro-1H-imidazo[4,5-c]pyridine-6-carboxylic acid (1-hydroxyimino-ethyl)-amide), Initiator 8. Run in C1(=CC=CC=C1)C (toluene). Run at temperature 150 celsius, time 30 minute. The product is NC1=NC(=CC2=C1NC(N2CC2=CC=CC=C2)=O)C2=NC(=NO2)C (4-Amino-1-benzyl-6-(3-methyl-[1,2,4]oxadiazol-5-yl)-1,3-dihydro-imidazo[4,5-c]pyridin-2-one). The yield is 1.0%. Reaction SMILES: [OH:1][N:2]=[C:3]([NH:5][C:6]([C:8]1[N:13]=[C:12]([NH:14]CC2C=CC=CC=2)[C:11]2[NH:22][C:23](=[O:32])[N:24]([CH2:25][C:26]3[CH:31]=[CH:30][CH:29]=[CH:28][CH:27]=3)[C:10]=2[CH:9]=1)=O)[CH3:4]>C1(C)C=CC=CC=1>[NH2:14][C:12]1[C:11]2[NH:22][C:23](=[O:32])[N:24]([CH2:25][C:26]3[CH:27]=[CH:28][CH:29]=[CH:30][CH:31]=3)[C:10]=2[CH:9]=[C:8]([C:6]2[O:1][N:2]=[C:3]([CH3:4])[N:5]=2)[N:13]=1. Procedure details: 1-Benzyl-4-benzylamino-2-oxo-2,3-dihydro-1H-imidazo[4,5-c]pyridine-6-carboxylic acid (1-hydroxyimino-ethyl)-amide was suspended in toluene and sealed in a microwave vial (Biotage, 0.5-2.0 ml). The vial was sealed and heated under microwave irradiation (Biotage Initiator 8) for 15 minutes at 150° C. Sample heated in microwave for a further 30 minutes at 150° C., and again for a further 30 minutes at 150° C. The mixture was evaporated then partitioned between EtOAc (10 ml) and water (5 ml). The aq... Solvent: O1CCOCC1 (1,4-dioxane). Procedure: tert-Butyl piperidin-4-ylcarbamate (500 mg), 1-bromo-4-iodobenzene (710 mg) and Cs2CO3 (1.2 g) are dissolved in 1,4-dioxane (15 mL) and purged for 10 minutes with argon. 4,5-Bis-(diphenylphosphino)-9,9-dimethylxanthen (Xantphos, 115 mg) and tris-(dibenzylideneacetone)-dipalladium-(0) (Pd2(dba)3, 45 mg) are added and the mixture is heated for 12 hours at 110° C. Then the mixture is partitioned between saturated aqueous NH4Cl solution and ethylacetate and the organic phase is washed with brine and... As a reaction SMILES: [NH:1]1[CH2:6][CH2:5][CH:4]([NH:7][C:8](=[O:14])[O:9][C:10]([CH3:13])([CH3:12])[CH3:11])[CH2:3][CH2:2]1.[Br:15][C:16]1[CH:21]=[CH:20][C:19](I)=[CH:18][CH:17]=1.C([O-])([O-])=O.[Cs+].[Cs+]>O1CCOCC1>[Br:15][C:16]1[CH:21]=[CH:20][C:19]([N:1]2[CH2:2][CH2:3][CH:4]([NH:7][C:8](=[O:14])[O:9][C:10]([CH3:11])([CH3:13])[CH3:12])[CH2:5][CH2:6]2)=[CH:18][CH:17]=1 |f:2.3.4|. Yields the product BrC1=CC=C(C=C1)N1CCC(CC1)NC(OC(C)(C)C)=O (tert-Butyl 1-(4-bromophenyl)piperidin-4-ylcarbamate). The reactants are N1CCC(CC1)NC(OC(C)(C)C)=O (tert-Butyl piperidin-4-ylcarbamate), BrC1=CC=C(C=C1)I (1-bromo-4-iodobenzene), C(=O)([O-])[O-].[Cs+].[Cs+] (Cs2CO3). Conditions: temperature 110 celsius. The reactants are Nc1ncccc1-c1nc2cc(Br)cnc2n1-c1ccc(CNC(=O)c2ccccc2)cc1, CN(C)C=O, OCc1ccc(B(O)O)cc1, c1ccc(P(c2ccccc2)(c2ccccc2)[Pd](P(c2ccccc2)(c2ccccc2)c2ccccc2)(P(c2ccccc2)(c2ccccc2)c2ccccc2)P(c2ccccc2)(c2ccccc2)c2ccccc2)cc1. Product: Nc1ncccc1-c1nc2cc(-c3ccc(CO)cc3)cnc2n1-c1ccc(CNC(=O)c2ccccc2)cc1. Reaction SMILES: [NH2:1][c:2]1[n:3][cH:4][cH:5][cH:6][c:7]1-[c:8]1[n:9][c:10]2[c:11]([n:12][cH:13][c:14]([Br:16])[cH:15]2)[n:17]1-[c:18]1[cH:19][cH:20][c:21]([CH2:22][NH:23][C:24]([c:25]2[cH:26][cH:27][cH:28][cH:29][cH:30]2)=[O:31])[cH:32][cH:33]1.[O:45]=[CH:46][N:47]([CH3:48])[CH3:49].[OH:34][CH2:35][c:36]1[cH:37][cH:38][c:39]([B:42]([OH:43])[OH:44])[cH:40][cH:41]1.[cH:50]1[cH:51][cH:52][c:53]([P:54]([Pd:55]([P:56]([c:57]2[cH:58][cH:59][cH:60][cH:61][cH:62]2)([c:63]2[cH:64][cH:65][cH:66][cH:67][cH:68]2)[c:69]2[cH:70][cH:71][cH:72][cH:73][cH:74]2)([P:75]([c:76]2[cH:77][cH:78][cH:79][cH:80][cH:81]2)([c:82]2[cH:83][cH:84][cH:85][cH:86][cH:87]2)[c:88]2[cH:89][cH:90][cH:91][cH:92][cH:93]2)[P:94]([c:95]2[cH:96][cH:97][cH:98][cH:99][cH:100]2)([c:101]2[cH:102][cH:103][cH:104][cH:105][cH:106]2)[c:107]2[cH:108][cH:109][cH:110][cH:111][cH:112]2)([c:113]2[cH:114][cH:115][cH:116][cH:117][cH:118]2)[c:119]2[cH:120][cH:121][cH:122][cH:123][cH:124]2)[cH:125][cH:126]1>>[NH2:1][c:2]1[n:3][cH:4][cH:5][cH:6][c:7]1-[c:8]1[n:9][c:10]2[c:11]([n:12][cH:13][c:14](-[c:39]3[cH:38][cH:37][c:36]([CH2:35][OH:34])[cH:41][cH:40]3)[cH:15]2)[n:17]1-[c:18]1[cH:19][cH:20][c:21]([CH2:22][NH:23][C:24]([c:25]2[cH:26][cH:27][cH:28][cH:29][cH:30]2)=[O:31])[cH:32][cH:33]1. The reactants are C(C1=CC=CC=C1)OCC(=O)N1CCOCC1 (N-(benzyloxyacetyl)morpholine), C[Si](C)(C)[N-][Si](C)(C)C.[K+] (potassium bis(trimethylsilyl)amide), solution, BrC(C(=O)OC)CC1=CC=CC=C1 (methyl 2-bromo-3-phenylpropionate), CCOCC (ether). The solvent is [Cl-].[Na+].O (brine), C1CCOC1 (THF), C1CCOC1 (THF). Conditions: temperature -78 celsius, time 10 minute. Yields the product C(C1=CC=CC=C1)C(C(=O)OC)C(C(=O)N1CCOCC1)OCC1=CC=CC=C1 (Methyl 2-benzyl-3-benzyloxy-3-[(4-morpholinyl)carbonyl]propionate). The yield is 63.0%. As a reaction SMILES: [CH2:1]([O:8][CH2:9][C:10]([N:12]1[CH2:17][CH2:16][O:15][CH2:14][CH2:13]1)=[O:11])[C:2]1[CH:7]=[CH:6][CH:5]=[CH:4][CH:3]=1.C[Si]([N-][Si](C)(C)C)(C)C.[K+].Br[CH:29]([CH2:34][C:35]1[CH:40]=[CH:39][CH:38]=[CH:37][CH:36]=1)[C:30]([O:32][CH3:33])=[O:31].CCOCC>C1COCC1.[Cl-].[Na+].O>[CH2:34]([CH:29]([CH:9]([O:8][CH2:1][C:2]1[CH:3]=[CH:4][CH:5]=[CH:6][CH:7]=1)[C:10]([N:12]1[CH2:13][CH2:14][O:15][CH2:16][CH2:17]1)=[O:11])[C:30]([O:32][CH3:33])=[O:31])[C:35]1[CH:40]=[CH:39][CH:38]=[CH:37][CH:36]=1 |f:1.2,6.7.8|. Reported procedure: A -78° C. solution of N-(benzyloxyacetyl)morpholine (1 g, 8.5 mmol) in THF (25 mL) was treated with potassium bis(trimethylsilyl)amide (17 mL of a 0.5M solution). After stirring for 10 min at -78° C., a solution of methyl 2-bromo-3-phenylpropionate (8.5 mmol) in THF (5 mL) was added dropwise. Stirring at -78° C. for 30 min was followed by warming to 0° C. The reaction was then distributed between ether and brine solution. The organic layer was washed with brine and dried over MgSO4. Evaporation ... Starting materials: Cc1nn(C)c2c(C(C)C)ccnc12, ClC(Cl)Cl, [Na+], O=C([O-])O, O=C(OO)c1cccc(Cl)c1. Product: Cc1nn(C)c2c(C(C)C)cc[n+]([O-])c12. RXN SMILES: [CH:1]([CH3:2])([CH3:3])[c:4]1[c:5]2[c:6]([n:7][cH:8][cH:9]1)[c:10]([CH3:14])[n:11][n:12]2[CH3:13].[CH:31]([Cl:32])([Cl:33])[Cl:34].[Na+:30].[O-:26][C:27]([OH:28])=[O:29].[OH:15][O:16][C:17]([c:18]1[cH:19][c:20]([Cl:21])[cH:22][cH:23][cH:24]1)=[O:25]>>[CH:1]([CH3:2])([CH3:3])[c:4]1[c:5]2[c:6]([n+:7]([O-:15])[cH:8][cH:9]1)[c:10]([CH3:14])[n:11][n:12]2[CH3:13]. The reactants are CCCCC([SnH3])=C(CCCC)CCCC, O=c1[nH]c2sc(I)nc2c2ccccc12, CN(C)C=O. The product is C=Cc1nc2c([nH]c(=O)c3ccccc32)s1. As a reaction SMILES: [CH2:16]([CH2:17][CH2:29][CH3:30])[C:18]([SnH3:19])=[C:20]([CH2:21][CH2:22][CH2:23][CH3:24])[CH2:25][CH2:26][CH2:27][CH3:28].[I:1][c:2]1[s:3][c:4]2[nH:5][c:6](=[O:15])[c:7]3[cH:8][cH:9][cH:10][cH:11][c:12]3[c:13]2[n:14]1.[O:31]=[CH:32][N:33]([CH3:34])[CH3:35]>>[c:2]1([CH:16]=[CH2:17])[s:3][c:4]2[nH:5][c:6](=[O:15])[c:7]3[cH:8][cH:9][cH:10][cH:11][c:12]3[c:13]2[n:14]1.